From a dataset of the Open Reaction Database (ORD), a public repository of structured organic reaction records. describe an organic reaction: reactants, conditions, products, and yield Starting materials: CCOC(=O)C(CCCCC#CCOC1CCCCO1)C(C)=O, COCCOC. Product: CCOC(=O)C(CCCCCCCOC1CCCCO1)C(C)=O. RXN SMILES: [C:1]([CH3:2])(=[O:3])[CH:4]([C:5](=[O:6])[O:7][CH2:8][CH3:9])[CH2:10][CH2:11][CH2:12][CH2:13][C:14]#[C:15][CH2:16][O:17][CH:18]1[O:19][CH2:20][CH2:21][CH2:22][CH2:23]1.[CH2:24]([CH2:25][O:26][CH3:27])[O:28][CH3:29]>>[C:1]([CH3:2])(=[O:3])[CH:4]([C:5](=[O:6])[O:7][CH2:8][CH3:9])[CH2:10][CH2:11][CH2:12][CH2:13][CH2:14][CH2:15][CH2:16][O:17][CH:18]1[O:19][CH2:20][CH2:21][CH2:22][CH2:23]1. Reactants: [N+](=O)([O-])C1=CC2=C(NC(CCC2)=O)C=C1 (7-Nitro-1,3,4,5-tetrahydro-benzo[b]azepin-2-one), BrCC(=O)OC (methyl bromoacetate), [H-].[Na+] (Sodium hydride). Solvent: CN(C)C=O (DMF). Conditions: temperature 60 celsius. Yields the product COC(CN1C2=C(CCCC1=O)C=C(C=C2)[N+](=O)[O-])=O ((7-Nitro-2-oxo-2,3,4,5-tetrahydro-benzo[b]azepin-1-yl)-acetic acid methyl ester). Isolated yield 90.0%. RXN SMILES: [N+:1]([C:4]1[CH:15]=[CH:14][C:7]2[NH:8][C:9](=[O:13])[CH2:10][CH2:11][CH2:12][C:6]=2[CH:5]=1)([O-:3])=[O:2].Br[CH2:17][C:18]([O:20][CH3:21])=[O:19].[H-].[Na+]>CN(C=O)C>[CH3:21][O:20][C:18](=[O:19])[CH2:17][N:8]1[C:9](=[O:13])[CH2:10][CH2:11][CH2:12][C:6]2[CH:5]=[C:4]([N+:1]([O-:3])=[O:2])[CH:15]=[CH:14][C:7]1=2 |f:2.3|. Procedure: 7-Nitro-1,3,4,5-tetrahydro-benzo[b]azepin-2-one (375 mg, 1.82 mmol) and methyl bromoacetate (417 mg, 2.73 mmol) were dissolved in anhydrous DMF. Sodium hydride (60% in mineral oil, 146 mg, 3.64 mmol) was added, and the mixture was heated to 60° C. for 2 hours. After cooling to room temperature, the mixture was partitioned between ethyl acetate and water, washed once with water, and concentrated to a brown oil. Preparative TLC (50% EtOAc/hexane) afforded (7-Nitro-2-oxo-2,3,4,5-tetrahydro-benzo[b]... Reactants: C(C1=CC=CC=C1)OC=1C=C2C(CC(OC2=CC1)(C)C)=O (6-benzyloxy-2,2-dimethylchroman-4-one), [BH4-].[Na+] (sodium borohydride), ice water. Solvent: CO (methanol), C(C)O (ethanol). Yields the product C(C1=CC=CC=C1)OC=1C=C2C(CC(OC2=CC1)(C)C)O (6-benzyloxy-2,2-dimethylchroman-4-ol). Yield: 95.6%. RXN SMILES: [CH2:1]([O:8][C:9]1[CH:10]=[C:11]2[C:16](=[CH:17][CH:18]=1)[O:15][C:14]([CH3:20])([CH3:19])[CH2:13][C:12]2=[O:21])[C:2]1[CH:7]=[CH:6][CH:5]=[CH:4][CH:3]=1.[BH4-].[Na+]>CO.C(O)C>[CH2:1]([O:8][C:9]1[CH:10]=[C:11]2[C:16](=[CH:17][CH:18]=1)[O:15][C:14]([CH3:19])([CH3:20])[CH2:13][CH:12]2[OH:21])[C:2]1[CH:3]=[CH:4][CH:5]=[CH:6][CH:7]=1 |f:1.2|. Procedure details: A solution of 20.0 g (71 mmol) of 6-benzyloxy-2,2-dimethylchroman-4-one and 2.94 g (78 mmol) of sodium borohydride in 100 ml of methanol and 300 ml of ethanol was stirred at RT for 3 h. The reaction mixture was then poured into 1300 ml of ice-water, and the precipitate was filtered off with suction and dried under reduced pressure. This procedure gave 19.3 g of 6-benzyloxy-2,2-dimethylchroman-4-ol, m.p. 83-84° C. Procedure details: By analogy with the method described in example 1 (step 1.3), using ethyl 3-(4-pyrimidinyl)-3-oxopropionate (prepared by analogy to the method described in patent DE 2705582) in place of ethyl 3-(pyridin-4-yl)-3-oxopropionate and using 2-(2-amino-4,5-dihydro-3H-pyrrol-3-yl)-isoindole-1,3-dione, the compound was obtained as a white powder. Starting materials: N1=CN=C(C=C1)C(CC(=O)OCC)=O (ethyl 3-(4-pyrimidinyl)-3-oxopropionate), N1=CC=C(C=C1)C(CC(=O)OCC)=O (ethyl 3-(pyridin-4-yl)-3-oxopropionate), NC1=NCCC1N1C(C2=CC=CC=C2C1=O)=O (2-(2-amino-4,5-dihydro-3H-pyrrol-3-yl)-isoindole-1,3-dione). Yields the product O=C1C=C(N=C2N1CCC2N2C(C1=CC=CC=C1C2=O)=O)C2=NC=NC=C2 (2-(4-Oxo-2-pyrimidin-4-yl-4,6,7,8-tetrahydro-pyrrolo[1,2-a]pyrimidin-8-yl)-isoindole-1,3-dione). Reaction SMILES: [N:1]1[CH:6]=[CH:5][C:4]([C:7](=O)[CH2:8][C:9]([O:11]CC)=O)=[N:3][CH:2]=1.N1C=CC(C(=O)CC(OCC)=O)=CC=1.[NH2:29][C:30]1[CH:34]([N:35]2[C:43](=[O:44])[C:42]3[C:37](=[CH:38][CH:39]=[CH:40][CH:41]=3)[C:36]2=[O:45])[CH2:33][CH2:32][N:31]=1>>[O:11]=[C:9]1[N:31]2[CH2:32][CH2:33][CH:34]([N:35]3[C:43](=[O:44])[C:42]4[C:37](=[CH:38][CH:39]=[CH:40][CH:41]=4)[C:36]3=[O:45])[C:30]2=[N:29][C:7]([C:4]2[CH:5]=[CH:6][N:1]=[CH:2][N:3]=2)=[CH:8]1. Starting materials: acid chloride, C(C)(C)(C)N (t-butylamine), C1(=CC=CC=C1)C (toluene), FC1=CC(=C(C(=O)O)C=C1)[N+](=O)[O-] (4-fluoro-2-nitro-benzoic acid), S(=O)(Cl)Cl (thionyl chloride), C1(=CC=CC=C1)C (toluene). Run in C(Cl)Cl (methylene chloride). Run at temperature 50 celsius, time 1 hour. The product is FC1=C(C(=C(C(=O)N)C=C1)[N+](=O)[O-])C(C)(C)C (4-fluoro-2-nitro-tert-butylbenzamide), solid. The yield is 95.0%. RXN SMILES: [F:1][C:2]1[CH:10]=[CH:9][C:5]([C:6]([OH:8])=O)=[C:4]([N+:11]([O-:13])=[O:12])[CH:3]=1.S(Cl)(Cl)=O.C([NH2:22])(C)(C)C.[C:23]1([CH3:29])[CH:28]=CC=C[CH:24]=1>C(Cl)Cl>[F:1][C:2]1[CH:10]=[CH:9][C:5]([C:6]([NH2:22])=[O:8])=[C:4]([N+:11]([O-:13])=[O:12])[C:3]=1[C:23]([CH3:29])([CH3:28])[CH3:24]. Procedure: Suspend 4-fluoro-2-nitro-benzoic acid (4.5 g, 24.3 mmol) in toluene (20 mL), add thionyl chloride (22.5 mL) seal the flask and warm to 50° C. for 3 hours. Concentrate the reaction in vacuo and reconcentrate two more times from toluene. Place under high vacuum for 1 hour. Dissolve the acid chloride in methylene chloride (40 mL) and add t-butylamine (13.5 mL). Stir the reaction at room temperture. Concentrate the reaction in vacuo to yield the 4-fluoro-2-nitro-tert-butylbenzamide as an off white s...